This data is from the Open Reaction Database (ORD), a public repository of structured organic reaction records. The task is: describe an organic reaction: reactants, conditions, products, and yield Reactants: BrBr (bromine), N1C(CC(CC1)=O)=O (piperidine-2,4-dione), ClCCl (Dichloromethane). Solvent: C(C)(=O)O (acetic acid). Conditions: time 70 minute. Product: BrC1C(NCCC1=O)=O (3-bromopiperidine-2,4-dione). RXN SMILES: [NH:1]1[CH2:6][CH2:5][C:4](=[O:7])[CH2:3][C:2]1=[O:8].[Br:9]Br.ClCCl>C(O)(=O)C>[Br:9][CH:3]1[C:4](=[O:7])[CH2:5][CH2:6][NH:1][C:2]1=[O:8]. Reported procedure: To a mixture of piperidine-2,4-dione (0.072 g, 0.637 mmol) in acetic acid (1.591 mL) was added bromine (0.033 mL, 0.637 mmol) dropwise. The reaction mixture was stirred at rt 70 min. Dichloromethane was added and the cloudy mixture was concentrated in vacuo. The residual solution was treated with ethyl ether. A white solid crashed out and the AcOH/ether was decanted. The white solid, presumed to be product was carried forward. The white solid started liquifying and turning red rapidly upon expos...